Task: describe an organic reaction: reactants, conditions, products, and yield. Dataset: the Open Reaction Database (ORD), a public repository of structured organic reaction records The reactants are BrCc1ccccc1, CC(C)(C)OC(=O)NC1CC(O[Si](C)(C)C(C)(C)C)CNC1=O, C1CCOC1, C[Si](C)(C)[N-][Si](C)(C)C, [Li+]. Yields the product CC(C)(C)OC(=O)NC1CC(O[Si](C)(C)C(C)(C)C)CN(Cc2ccccc2)C1=O. As a reaction SMILES: [Br:34][CH2:35][c:36]1[cH:37][cH:38][cH:39][cH:40][cH:41]1.[C:1]([CH3:2])([CH3:3])([CH3:4])[Si:5]([O:6][CH:7]1[CH2:8][CH:9]([NH:14][C:15]([O:16][C:17]([CH3:18])([CH3:19])[CH3:20])=[O:21])[C:10](=[O:13])[NH:11][CH2:12]1)([CH3:22])[CH3:23].[CH2:42]1[O:43][CH2:44][CH2:45][CH2:46]1.[CH3:24][Si:25]([N-:26][Si:27]([CH3:28])([CH3:29])[CH3:30])([CH3:31])[CH3:32].[Li+:33]>>[C:1]([CH3:2])([CH3:3])([CH3:4])[Si:5]([O:6][CH:7]1[CH2:8][CH:9]([NH:14][C:15]([O:16][C:17]([CH3:18])([CH3:19])[CH3:20])=[O:21])[C:10](=[O:13])[N:11]([CH2:35][c:36]2[cH:37][cH:38][cH:39][cH:40][cH:41]2)[CH2:12]1)([CH3:22])[CH3:23].